This data is from the Open Reaction Database (ORD), a public repository of structured organic reaction records. The task is: describe an organic reaction: reactants, conditions, products, and yield Starting materials: C1CCOC1, Cl, COc1c(C)cnc(CN2c3nc(N)ncc3NC(=O)C2C)c1C. Product: COc1c(C)cnc(CN2c3nc(N)ncc3NCC2C)c1C. RXN SMILES: [CH2:26]1[O:27][CH2:28][CH2:29][CH2:30]1.[ClH:25].[NH2:1][c:2]1[n:3][c:4]2[c:9]([cH:10][n:11]1)[NH:8][C:7](=[O:12])[CH:6]([CH3:13])[N:5]2[CH2:14][c:15]1[n:16][cH:17][c:18]([CH3:24])[c:19]([O:22][CH3:23])[c:20]1[CH3:21]>>[NH2:1][c:2]1[n:3][c:4]2[c:9]([cH:10][n:11]1)[NH:8][CH2:7][CH:6]([CH3:13])[N:5]2[CH2:14][c:15]1[n:16][cH:17][c:18]([CH3:24])[c:19]([O:22][CH3:23])[c:20]1[CH3:21]. Reactants: O=C1O[C@@H]([C@H]2[C@H]3C=C[C@@H]([C@@H]12)C3)N[C@H](C(=O)OCC3=CC=CC=C3)CC(C)C (benzyl (αS,3S,3aS,4R,7S,7aR) α-[(1-oxo-3a,4,7,7a-tetrahydro-1H,3H-4,7-methano-isobenzofuran-3-yl)-amino]-isohexanoate), Be hydrochloric acid, O (water). Reaction conditions: temperature 55 celsius. The product is O[C@H]1OC([C@@H]2[C@@H]3C=C[C@H]([C@H]12)C3)=O ((3S,3aS,4R,7S,7aR) 3-hydroxy-3a, 4,7,7a-tetrahydro-1H,3H-4,7-methano-isobenzofuran-1-one). RXN SMILES: [O:1]=[C:2]1[C@H:10]2[C@H:5]([C@@H:6]3[CH2:11][C@H:9]2[CH:8]=[CH:7]3)[C@@H:4](N[C@@H](CC(C)C)C(OCC2C=CC=CC=2)=O)[O:3]1.[OH2:28]>>[OH:28][C@@H:4]1[C@@H:5]2[C@@H:10]([C@H:9]3[CH2:11][C@@H:6]2[CH:7]=[CH:8]3)[C:2](=[O:1])[O:3]1. Procedure details: 2.2 g of the product of Step A were added to a mixture of 1.8 ml of 22° Be hydrochloric acid in 18 ml of water and the mixture was heated at 55° C. for 17 hours and was then cooled to 20° C. The mixture was extracted with ethyl acetate and the organic phase was washed with 2N aqueous sodium hydroxide solution. The alkaline aqueous phase was washed with methylene chloride, with ethyl acetate and was acidified to a pH of 3.5 by addition of 2N hydrochloric acid. The mixture was extracted with ethyl... The reactants are O=C([O-])[O-], COc1ccc(OC(F)(F)F)cc1CO, CS(C)=O, [K+], [K+], [N-]=[N+]=[N-], [Na+], CN(C)C=O, O, O=S(Cl)Cl. Product: COc1ccc(OC(F)(F)F)cc1CN=[N+]=[N-]. As a reaction SMILES: [C:20](=[O:21])([O-:22])[O-:23].[CH3:1][O:2][c:3]1[c:4]([CH2:14][OH:15])[cH:5][c:6]([O:9][C:10]([F:11])([F:12])[F:13])[cH:7][cH:8]1.[CH3:36][S:37]([CH3:38])=[O:39].[K+:24].[K+:25].[N-:27]=[N+:28]=[N-:29].[Na+:26].[O:30]=[CH:31][N:32]([CH3:33])[CH3:34].[OH2:35].[S:16]([Cl:17])([Cl:18])=[O:19]>>[CH3:1][O:2][c:3]1[c:4]([CH2:14][N:27]=[N+:28]=[N-:29])[cH:5][c:6]([O:9][C:10]([F:11])([F:12])[F:13])[cH:7][cH:8]1. The reactants are CCO, CCCCCCCCCNc1ccc(C)cc1[N+](=O)[O-], Cl, [Fe], [Na+], [OH-], O. The product is CCCCCCCCCNc1ccc(C)cc1N. Reaction SMILES: [CH3:1][CH2:2][OH:3].[CH3:5][c:6]1[cH:7][c:8]([N+:22]([O-:23])=[O:24])[c:9]([NH:10][CH2:11][CH2:12][CH2:13][CH2:14][CH2:15][CH2:16][CH2:17][CH2:18][CH3:19])[cH:20][cH:21]1.[ClH:4].[Fe:27].[Na+:26].[OH-:25].[OH2:28]>>[CH3:5][c:6]1[cH:7][c:8]([NH2:22])[c:9]([NH:10][CH2:11][CH2:12][CH2:13][CH2:14][CH2:15][CH2:16][CH2:17][CH2:18][CH3:19])[cH:20][cH:21]1. Procedure details: A 10% potassium hydroxide/ethanol solution (120 ml) was added dropwise to a solution of 2-aminobenzaldehyde (26 g, 0.21 mol) and 1-benzyl-4-piperidone (40 g, 0.21 mol) in absolute ethanol (430 ml) over a period of 1 hour. After stirring overnight, the reaction solution was concentrated under reduced pressure and extracted with ethyl acetate, and the extract solution was washed with water and then dried over anhydrous sodium sulfate. The organic solvent was removed by concentration under reduced ... RXN SMILES: [OH-].[K+].C(O)C.[NH2:6][C:7]1[CH:14]=[CH:13][CH:12]=[CH:11][C:8]=1[CH:9]=O.[CH2:15]([N:22]1[CH2:27][CH2:26][C:25](=O)[CH2:24][CH2:23]1)[C:16]1[CH:21]=[CH:20][CH:19]=[CH:18][CH:17]=1>C(O)C>[CH2:15]([N:22]1[CH2:27][CH2:26][C:25]2[N:6]=[C:7]3[CH:14]=[CH:13][CH:12]=[CH:11][C:8]3=[CH:9][C:24]=2[CH2:23]1)[C:16]1[CH:21]=[CH:20][CH:19]=[CH:18][CH:17]=1 |f:0.1.2|. Yield: 64.2%. The reactants are [OH-].[K+].C(C)O (potassium hydroxide ethanol), NC1=C(C=O)C=CC=C1 (2-aminobenzaldehyde), C(C1=CC=CC=C1)N1CCC(CC1)=O (1-benzyl-4-piperidone). Product: C(C1=CC=CC=C1)N1CC=2C=C3C(=NC2CC1)C=CC=C3 (2-benzyl-1,2,3,4-tetrahydrobenzo[b][1,6]-naphthyridine). Conditions: time 8 hour. Run in C(C)O (ethanol).